From a dataset of the Open Reaction Database (ORD), a public repository of structured organic reaction records. describe an organic reaction: reactants, conditions, products, and yield The reactants are CCCCCCCCCCCCc1ccc(S(=O)(=O)Cl)cc1, C1COCCO1, CC(C)(C)[O-], Cc1ccc(CO)cc1, CN(C)c1ccccc1, [K+]. Product: Cc1ccc(C[N+](C)(C)c2ccccc2)cc1, CCCCCCCCCCCCc1ccc(S(=O)(=O)[O-])cc1. RXN SMILES: [CH2:16]([CH2:17][CH2:18][CH2:19][CH2:20][CH2:21][CH2:22][CH2:23][CH2:24][CH2:25][CH2:26][CH3:27])[c:28]1[cH:29][cH:30][c:31]([S:34](=[O:35])(=[O:36])[Cl:37])[cH:32][cH:33]1.[CH2:47]1[O:48][CH2:49][CH2:50][O:51][CH2:52]1.[CH3:10][C:11]([CH3:12])([O-:13])[CH3:14].[CH3:1][c:2]1[cH:3][cH:4][c:5]([CH2:6][OH:7])[cH:8][cH:9]1.[CH3:38][N:39]([CH3:40])[c:41]1[cH:42][cH:43][cH:44][cH:45][cH:46]1.[K+:15]>>[CH3:1][c:2]1[cH:3][cH:4][c:5]([CH2:6][N+:39]([CH3:38])([CH3:40])[c:41]2[cH:42][cH:43][cH:44][cH:45][cH:46]2)[cH:8][cH:9]1.[O:7]=[S:34]([c:31]1[cH:30][cH:29][c:28]([CH2:16][CH2:17][CH2:18][CH2:19][CH2:20][CH2:21][CH2:22][CH2:23][CH2:24][CH2:25][CH2:26][CH3:27])[cH:33][cH:32]1)(=[O:35])[O-:36]. The reactants are [Mg] (magnesium), O=C(CC(=O)OC(C)(C)C)C (t-butyl 3-oxobutanoate), resultant solution, [N+](=O)([O-])C1=C(C(=O)Cl)C=CC(=C1)C(F)(F)F (2-nitro-4-trifluoromethylbenzoyl chloride), Cl (hydrochloric acid). Solvent: C(C)O (ethanol), C(Cl)(Cl)(Cl)Cl (carbon tetrachloride), CCOCC (ether), CCOCC (ether), CCOCC (Ether). Reaction conditions: temperature 50 celsius, time 2 hour. Product: [N+](=O)([O-])C1=C(C(=O)C(C(=O)OC(C)(C)C)C(C)=O)C=CC(=C1)C(F)(F)F (t-butyl 2-(2-nitro-4-trifluoromethylbenzoyl)-3-oxobutanoate). The yield is 83.0%. RXN SMILES: [Mg].[O:2]=[C:3]([CH3:12])[CH2:4][C:5]([O:7][C:8]([CH3:11])([CH3:10])[CH3:9])=[O:6].[N+:13]([C:16]1[CH:24]=[C:23]([C:25]([F:28])([F:27])[F:26])[CH:22]=[CH:21][C:17]=1[C:18](Cl)=[O:19])([O-:15])=[O:14].Cl>C(O)C.CCOCC.C(Cl)(Cl)(Cl)Cl>[N+:13]([C:16]1[CH:24]=[C:23]([C:25]([F:28])([F:27])[F:26])[CH:22]=[CH:21][C:17]=1[C:18]([CH:4]([C:3](=[O:2])[CH3:12])[C:5]([O:7][C:8]([CH3:9])([CH3:11])[CH3:10])=[O:6])=[O:19])([O-:15])=[O:14]. Procedure details: A mixture of magnesium turnings (4.8 g) and carbon tetrachloride (2 ml) in pure ethanol (30 ml) was stirred and warmed gently to 50° C. until the reaction was initiated (effervescence observed). Ether (100 ml) was added cautiously with stirring. A solution of t-butyl 3-oxobutanoate (31.6 g) in ether (100 ml) was added dropwise at such a rate as to maintain the mixture at reflux. Stirring and heating at reflux was continued for 2 hours. A solution of 2-nitro-4-trifluoromethylbenzoyl chloride (50.... Solvent: CCCCCC (hexane), O (water). Yields the product COC1=C(C=2NC3=CC=CC=C3SC2C=C1)C=O (2-methoxy-10H-phenothiazine-1-carbaldehyde). Isolated yield 30.0%. Reaction conditions: temperature 20 celsius. Starting materials: solution, [Li]CCCC (nBuLi), COC1=CC=2NC3=CC=CC=C3SC2C=C1 (2-methoxy-10H-phenothiazine), CN(C)C=O (DMF), C(C)OCC (ethyl ether), ice. As a reaction SMILES: [CH3:1][O:2][C:3]1[CH:16]=[CH:15][C:14]2[S:13][C:12]3[C:7](=[CH:8][CH:9]=[CH:10][CH:11]=3)[NH:6][C:5]=2[CH:4]=1.[CH2:17]([O:19]CC)C.[Li]CCCC.CN(C=O)C>CCCCCC.O>[CH3:1][O:2][C:3]1[CH:16]=[CH:15][C:14]2[S:13][C:12]3[C:7](=[CH:8][CH:9]=[CH:10][CH:11]=3)[NH:6][C:5]=2[C:4]=1[CH:17]=[O:19]. Reported procedure: 4.6 g (20 mmol) of 2-methoxy-10H-phenothiazine are dissolved, under an argon atmosphere, in a three-necked flask, containing 140 ml anhydrous ethyl ether. 20 ml (50 mmol) of a solution of nBuLi (2.5 M) in hexane is then added dropwise, at 20° C. The reaction mixture is agitated for 3 hours at 20° C. before the dropwise addition of 6.2 ml (80 mmol) of anhydrous DMF. Agitation is maintained for another 15 hours at 20° C. The whole is then poured into 150 ml ice-cooled water and the product is extr... Starting materials: C(C1=CC=CC=C1)N1CCC(CC1)N(C1=NC=CC=C1N)CC (1-Benzyl-4-[N-ethyl-N-(3-amino-2-pyridinyl)amino]piperidine), C(CC)=O (propionaldehyde), C(CC)=O (propionaldehyde), C(#N)[BH3-].[Na+] (sodium cyanoborohydride), C(#N)[BH3-].[Na+] (Sodium cyanoborohydride), [OH-].[Na+] (sodium hydroxide). The solvent is CO (methanol). Run at time 16 hour. Product: C(C1=CC=CC=C1)N1CCC(CC1)N(C1=NC=CC=C1NCCC)CC (1-Benzyl-4-[N-ethyl-N-(3-propylamino-2-pyridinyl)amino]piperidine). Reaction SMILES: [CH2:1]([N:8]1[CH2:13][CH2:12][CH:11]([N:14]([CH2:22][CH3:23])[C:15]2[C:20]([NH2:21])=[CH:19][CH:18]=[CH:17][N:16]=2)[CH2:10][CH2:9]1)[C:2]1[CH:7]=[CH:6][CH:5]=[CH:4][CH:3]=1.[CH:24](=O)[CH2:25][CH3:26].C([BH3-])#N.[Na+].[OH-].[Na+]>CO>[CH2:1]([N:8]1[CH2:13][CH2:12][CH:11]([N:14]([CH2:22][CH3:23])[C:15]2[C:20]([NH:21][CH2:24][CH2:25][CH3:26])=[CH:19][CH:18]=[CH:17][N:16]=2)[CH2:10][CH2:9]1)[C:2]1[CH:7]=[CH:6][CH:5]=[CH:4][CH:3]=1 |f:2.3,4.5|. Procedure details: 1-Benzyl-4-[N-ethyl-N-(3-amino-2-pyridinyl)amino]piperidine (EXAMPLE 204B, 6.37 g, 20.56 mmol) and propionaldehyde (1.63 ml, 22.6 mmol) are dissolved in 50 ml methanol and cooled to 0°. Sodium cyanoborohydride (1.42 g, 22.6 mmol) is added and the mixture is warmed to 20°-25°. Twice more propionaldehyde (22.6 mmol) and sodium cyanoborohydride (22.6 mmol) are added, cooling the mixture to 0° before and warming to 20°-25° after each addition. The mixture is stirred 16 hr, then poured into 1N sodium... The reactants are C(CC(O)(C(=O)O)CC(=O)O)(=O)O (citric acid), C(C)OC(CCCNS(=O)(=O)C=1C=C(C(=O)NC=2SC3=C(C2C(=O)NC2=CC=C(C=C2)CCC2=CC=C(C(=O)OC)C=C2)CCCC3)C=CC1)=O (methyl 4-{2-[4-({[2-({3-[(4-ethoxy-4-oxobutyl)sulfamoyl]benzoyl}amino)-4,5,6,7-tetrahydro-1-benzothiophen-3-yl]carbonyl}amino)phenyl]ethyl}benzoate), C(C)I (ethyl iodide), C([O-])([O-])=O.[K+].[K+] (potassium carbonate). The solvent is CN(C)C=O (DMF). Reaction conditions: temperature 60 celsius, time 8 hour. Yields the product C(C)OC(CCCN(S(=O)(=O)C=1C=C(C(=O)NC=2SC3=C(C2C(=O)NC2=CC=C(C=C2)CCC2=CC=C(C(=O)OC)C=C2)CCCC3)C=CC1)CC)=O (methyl 4-{2-[4-({[2-({3-[(4-ethoxy-4-oxobutyl)(ethyl)sulfamoyl]benzoyl}amino)-4,5,6,7-tetrahydro-1-benzothiophen-3-yl]carbonyl}amino)phenyl]ethyl}benzoate). As a reaction SMILES: [CH2:1]([O:3][C:4](=[O:51])[CH2:5][CH2:6][CH2:7][NH:8][S:9]([C:12]1[CH:13]=[C:14]([CH:48]=[CH:49][CH:50]=1)[C:15]([NH:17][C:18]1[S:19][C:20]2[CH2:47][CH2:46][CH2:45][CH2:44][C:21]=2[C:22]=1[C:23]([NH:25][C:26]1[CH:31]=[CH:30][C:29]([CH2:32][CH2:33][C:34]2[CH:43]=[CH:42][C:37]([C:38]([O:40][CH3:41])=[O:39])=[CH:36][CH:35]=2)=[CH:28][CH:27]=1)=[O:24])=[O:16])(=[O:11])=[O:10])[CH3:2].[CH2:52](I)[CH3:53].C(=O)([O-])[O-].[K+].[K+].C(O)(=O)CC(CC(O)=O)(C(O)=O)O>CN(C=O)C>[CH2:1]([O:3][C:4](=[O:51])[CH2:5][CH2:6][CH2:7][N:8]([CH2:52][CH3:53])[S:9]([C:12]1[CH:13]=[C:14]([CH:48]=[CH:49][CH:50]=1)[C:15]([NH:17][C:18]1[S:19][C:20]2[CH2:47][CH2:46][CH2:45][CH2:44][C:21]=2[C:22]=1[C:23]([NH:25][C:26]1[CH:31]=[CH:30][C:29]([CH2:32][CH2:33][C:34]2[CH:43]=[CH:42][C:37]([C:38]([O:40][CH3:41])=[O:39])=[CH:36][CH:35]=2)=[CH:28][CH:27]=1)=[O:24])=[O:16])(=[O:11])=[O:10])[CH3:2] |f:2.3.4|. Procedure details: A mixture of 200 mg of methyl 4-{2-[4-({[2-({3-[(4-ethoxy-4-oxobutyl)sulfamoyl]benzoyl}amino)-4,5,6,7-tetrahydro-1-benzothiophen-3-yl]carbonyl}amino)phenyl]ethyl}benzoate, 0.059 mL of ethyl iodide, 113 mg of potassium carbonate, and 2.0 mL of DMF was stirred at 60° C. overnight. To the reaction mixture was added an aqueous citric acid solution, followed by extraction with ethyl acetate. The organic layer was washed with water and saturated brine in this order, dried over anhydrous sodium sulfate... Starting materials: CC1=C(CCl)C(=CC(=C1)C)C (2,4,6-trimethylbenzyl chloride), C1(C=2C(C(N1)=O)=CC=CC2)=O.[K] (potassium phthalimide). As a reaction SMILES: CC1C=C(C)C=C(C)C=1CCl.[C:12]1(=[O:22])[NH:16][C:15](=[O:17])[C:14]2=[CH:18][CH:19]=[CH:20][CH:21]=[C:13]12.[K]>CN(C)C=O>[C:12]1(=[O:22])[NH:16][C:15](=[O:17])[C:14]2=[CH:18][CH:19]=[CH:20][CH:21]=[C:13]12 |f:1.2,^1:22|. The yield is 115.7%. Solvent: CN(C=O)C (N,N-Dimethylformamide). Procedure: N,N-Dimethylformamide (50 mL), 2,4,6-trimethylbenzyl chloride (5.06 g, 30 mmol) and potassium phthalimide (6.11 g, 33 mmol) were combined with stirring. After an initial reaction temperature rise from approximately 25° C. to 34° C. during 15 minutes, the temperature receded to room temperature and stirring was continued for approximately 17 hours. Solvent then was removed and the residue was thoroughly triturated with water and dried. The 7.62 g crude product was recrystallized from ethyl acetat... Product: C1(C=2C(C(N1)=O)=CC=CC2)=O (phthalimide). Conditions: time 17 hour. Run in O1CCOCC1 (dioxane), O1CCOCC1 (dioxane). Reported procedure: 0.12 ml (0.50 mmol) of a 4N solution of hydrogen chloride in dioxane was added to a solution of 29 mg (about 0.05 mmol) of the compound from Example 86A in 0.2 ml of dioxane. The reaction mixture was stirred at room temperature for 20 hours. The mixture was then concentrated to dryness under reduced pressure and dried until the weight remained constant. Yield: 24 mg (96% of theory). As a reaction SMILES: [ClH:1].C(OC(=O)[NH:8][C:9]([C:12]1[O:16][N:15]=[C:14]([CH:17]2[CH2:22][CH:21]([C:23]3[CH:28]=[CH:27][C:26]([C:29]([F:32])([F:31])[F:30])=[CH:25][CH:24]=3)[CH2:20][N:19]([C:33]([N:35]3[CH2:40][CH2:39][O:38][CH2:37][CH2:36]3)=[O:34])[CH2:18]2)[N:13]=1)([CH3:11])[CH3:10])(C)(C)C>O1CCOCC1>[ClH:1].[NH2:8][C:9]([C:12]1[O:16][N:15]=[C:14]([CH:17]2[CH2:22][CH:21]([C:23]3[CH:28]=[CH:27][C:26]([C:29]([F:31])([F:32])[F:30])=[CH:25][CH:24]=3)[CH2:20][N:19]([C:33]([N:35]3[CH2:40][CH2:39][O:38][CH2:37][CH2:36]3)=[O:34])[CH2:18]2)[N:13]=1)([CH3:11])[CH3:10] |f:3.4|. Run at time 20 hour. Yields the product Cl.NC(C)(C)C1=NC(=NO1)C1CN(CC(C1)C1=CC=C(C=C1)C(F)(F)F)C(=O)N1CCOCC1 ({3-[5-(2-Aminopropan-2-yl)-1,2,4-oxadiazol-3-yl]-5-[4-(trifluoromethyl)phenyl]piperidin-1-yl}-(morpholin-4-yl)methanone hydrochloride). The reactants are solution, Cl (hydrogen chloride), C(C)(C)(C)OC(NC(C)(C)C1=NC(=NO1)C1CN(CC(C1)C1=CC=C(C=C1)C(F)(F)F)C(=O)N1CCOCC1)=O (tert-Butyl[2-(3-{1-(morpholin-4-ylcarbonyl)-5-[4-(trifluoromethyl)phenyl]piperidin-3-yl}-1,2,4-oxadiazol-5-yl)propan-2-yl]carbamate). Starting materials: FC1=C(C(=CC=C1)F)C=1C=C2C(=NN(C2=CC1)C1OCCCC1)C1=CN=CC(=N1)N1C[C@H]([C@H](CC1)O)O (racemic cis-1-(6-(5-(2,6-difluorophenyl)-1-(tetrahydro-2H-pyran-2-yl)-1H-indazol-3-yl)pyrazin-2-yl)piperidine-3,4-diol). Solvent: Cl (HCl), CC(C)O (IPA). Conditions: temperature 70 celsius, time 1.5 hour. Product: FC1=C(C(=CC=C1)F)C=1C=C2C(=NNC2=CC1)C1=CN=CC(=N1)N1C[C@H]([C@H](CC1)O)O.FC1=C(C(=CC=C1)F)C=1C=C2C(=NN(C2=CC1)C1OCCCC1)C1=CN=CC(=N1)N1CC(C(CC1)O)O (Racemic cis-1-(6-(5-(2,6-difluorophenyl)-1H-indazol-3-yl)-2-pyrazinyl)-3,4-piperidinediol 1-(6-(5-(2,6-difluorophenyl)-1-(tetrahydro-2H-pyran-2-yl)-1H-indazol-3-yl)pyrazin-2-yl)piperidine-3,4-diol). Yield: 26.2%. RXN SMILES: [F:1][C:2]1[CH:7]=[CH:6][CH:5]=[C:4]([F:8])[C:3]=1[C:9]1[CH:10]=[C:11]2[C:15](=[CH:16][CH:17]=1)[N:14]([CH:18]1[CH2:23][CH2:22][CH2:21][CH2:20][O:19]1)[N:13]=[C:12]2[C:24]1[N:29]=[C:28]([N:30]2[CH2:35][CH2:34][C@H:33]([OH:36])[C@H:32]([OH:37])[CH2:31]2)[CH:27]=[N:26][CH:25]=1>Cl.CC(O)C>[F:8][C:4]1[CH:5]=[CH:6][CH:7]=[C:2]([F:1])[C:3]=1[C:9]1[CH:10]=[C:11]2[C:15](=[CH:16][CH:17]=1)[NH:14][N:13]=[C:12]2[C:24]1[N:29]=[C:28]([N:30]2[CH2:35][CH2:34][C@H:33]([OH:36])[C@H:32]([OH:37])[CH2:31]2)[CH:27]=[N:26][CH:25]=1.[F:1][C:2]1[CH:7]=[CH:6][CH:5]=[C:4]([F:8])[C:3]=1[C:9]1[CH:10]=[C:11]2[C:15](=[CH:16][CH:17]=1)[N:14]([CH:18]1[CH2:23][CH2:22][CH2:21][CH2:20][O:19]1)[N:13]=[C:12]2[C:24]1[N:29]=[C:28]([N:30]2[CH2:35][CH2:34][CH:33]([OH:36])[CH:32]([OH:37])[CH2:31]2)[CH:27]=[N:26][CH:25]=1 |f:3.4|. Procedure: A slurry of racemic cis-1-(6-(5-(2,6-difluorophenyl)-1-(tetrahydro-2H-pyran-2-yl)-1H-indazol-3-yl)pyrazin-2-yl)piperidine-3,4-diol (0.100 g, 0.197 mmol) in 3 mL 5-6 N HCl in IPA (acros organics) was sealed and the slurry was heated to 70° C. After 1.5 h, the reaction was cooled and concentrated in vacuo. This material was dissolved in DMSO and purified by shimadzu RPHPLC, 15-70% ACN/H2O with 0.1% TFA; product-containing fractions were concentrated in vacuo. The material was partitioned between s... Starting materials: CC(=O)[O-], CC(=O)[O-], C=CC=C, CCOC(=O)C=[N+]=[N-], [Rh+2]. The product is C=CC1CC1C(=O)OCC. RXN SMILES: [C:13]([O-:14])(=[O:15])[CH3:16].[C:18]([O-:19])(=[O:20])[CH3:21].[CH2:9]=[CH:10][CH:11]=[CH2:12].[N+:1](=[N-:2])=[CH:3][C:4](=[O:5])[O:6][CH2:7][CH3:8].[Rh+2:17]>>[CH:3]1([C:4](=[O:5])[O:6][CH2:7][CH3:8])[CH:11]([CH:10]=[CH2:9])[CH2:12]1. Reactants: COC(CCCC#CCN1C(CCCC1\C=C\C(CCCCC)=O)=O)=O (7-[2-oxo-6-((E)-3-oxo-oct-1-enyl)-piperidin-1-yl]-hept-5-ynoic acid methyl ester). Run in C(C)#N (acetonitrile), P(=O)([O-])([O-])[O-] (phosphate), C(C)#N (acetonitrile). Conditions: time 18.5 hour. Product: O=C1N(C(CCC1)\C=C\C(CCCCC)=O)CC#CCCCC(=O)O (7-[2-oxo-6-((E)-3-oxo-oct-1-enyl)-piperidin-1-yl]-hept-5-ynoic acid). Isolated yield 10.9%. Reaction SMILES: C[O:2][C:3](=[O:26])[CH2:4][CH2:5][CH2:6][C:7]#[C:8][CH2:9][N:10]1[CH:15](/[CH:16]=[CH:17]/[C:18](=[O:24])[CH2:19][CH2:20][CH2:21][CH2:22][CH3:23])[CH2:14][CH2:13][CH2:12][C:11]1=[O:25]>C(#N)C.P([O-])([O-])([O-])=O>[O:25]=[C:11]1[CH2:12][CH2:13][CH2:14][CH:15](/[CH:16]=[CH:17]/[C:18](=[O:24])[CH2:19][CH2:20][CH2:21][CH2:22][CH3:23])[N:10]1[CH2:9][C:8]#[C:7][CH2:6][CH2:5][CH2:4][C:3]([OH:26])=[O:2]. Reported procedure: Rabbit liver esterase (134 units/mg, 3 mg) was added to a solution of 7-[2-oxo-6-((E)-3-oxo-oct-1-enyl)-piperidin-1-yl]-hept-5-ynoic acid methyl ester (18 mg, 0.45 mmol) in acetonitrile (0.3 mL) and pH 7.2 phosphate buffer (3.0 mL). After 18.5 h, acetonitrile (10 mL) was added and the reaction mixture was concentrated to dryness in vacuo. Purification of the residue by flash column chromatography on silica gel (CH2Cl2→3% MeOH/CH2Cl2, gradient) afforded 17 mg (97%) of the title compound.